This data is from the Open Reaction Database (ORD), a public repository of structured organic reaction records. The task is: describe an organic reaction: reactants, conditions, products, and yield The product is C=CCC1(C)CC(c2cccc(Cl)c2)C(c2ccc(Cl)cc2)N(C(CNS(=O)(=O)N(C)C)C2CC2)C1=O. Reactants: C=CCC1(C)CC(c2cccc(Cl)c2)C(c2ccc(Cl)cc2)N(C(CO)C2CC2)C1=O, CN(C)S(N)(=O)=O. RXN SMILES: [CH2:1]([CH:2]=[CH2:3])[C:4]1([CH3:31])[C:5](=[O:30])[N:6]([CH:24]([CH2:25][OH:26])[CH:27]2[CH2:28][CH2:29]2)[CH:7]([c:17]2[cH:18][cH:19][c:20]([Cl:23])[cH:21][cH:22]2)[CH:8]([c:10]2[cH:11][c:12]([Cl:16])[cH:13][cH:14][cH:15]2)[CH2:9]1.[CH3:32][N:33]([S:34](=[O:35])(=[O:36])[NH2:37])[CH3:38]>>[CH2:1]([CH:2]=[CH2:3])[C:4]1([CH3:31])[C:5](=[O:30])[N:6]([CH:24]([CH2:25][NH:37][S:34]([N:33]([CH3:32])[CH3:38])(=[O:35])=[O:36])[CH:27]2[CH2:28][CH2:29]2)[CH:7]([c:17]2[cH:18][cH:19][c:20]([Cl:23])[cH:21][cH:22]2)[CH:8]([c:10]2[cH:11][c:12]([Cl:16])[cH:13][cH:14][cH:15]2)[CH2:9]1. The reactants are COC1=C(C=C(C=C1[N+](=O)[O-])C(CO)(C)C)[N+](=O)[O-] (2-(4-Methoxy-3,5-dinitro-phenyl)-2-methyl-propan-1-ol), C(C)(=O)OC(C)=O (Acetic anhydride). Reagents/catalysts: CN(C)C=1C=CN=CC1 (DMAP). The solvent is C(Cl)Cl (CH2Cl2), C(Cl)Cl (CH2Cl2). Reaction conditions: time 8 hour. The product is COC1=C(C=C(C=C1[N+](=O)[O-])C(COC(C)=O)(C)C)[N+](=O)[O-] (acetic acid 2-(4-methoxy-3,5-dinitro-phenyl)-2-methyl-propyl ester). As a reaction SMILES: [CH3:1][O:2][C:3]1[C:8]([N+:9]([O-:11])=[O:10])=[CH:7][C:6]([C:12]([CH3:16])([CH3:15])[CH2:13][OH:14])=[CH:5][C:4]=1[N+:17]([O-:19])=[O:18].[C:20](OC(=O)C)(=[O:22])[CH3:21]>C(Cl)Cl.CN(C1C=CN=CC=1)C>[CH3:1][O:2][C:3]1[C:4]([N+:17]([O-:19])=[O:18])=[CH:5][C:6]([C:12]([CH3:16])([CH3:15])[CH2:13][O:14][C:20](=[O:22])[CH3:21])=[CH:7][C:8]=1[N+:9]([O-:11])=[O:10]. Reported procedure: 2-(4-Methoxy-3,5-dinitro-phenyl)-2-methyl-propan-1-ol was dissolved in 5 mL of CH2Cl2. Acetic anhydride was added followed by DMAP. The mixture was stirred overnight, then diluted in 15 mL of CH2Cl2 and washed with 1 M NaSO4, saturated NaHCO3, and brine. The CH2Cl2 solution was then dried with Na2SO4, filtered, and concentrated to provide acetic acid 2-(4-methoxy-3,5-dinitro-phenyl)-2-methyl-propyl ester (628 mg) as a brown oil. Starting materials: CN(N=C(C1=C(C=CC=C1F)Cl)Cl)S(=O)(=O)C1=CC=CC=C1 (N-methyl-N-(benzenesulfonyl)-2-chloro-6-fluorobenzohydrazonoyl chloride), FC1=C(C#N)C=C(C=C1)CCCCCC (2-fluoro-5-hexylbenzonitrile), [Cl-].[Al+3].[Cl-].[Cl-] (aluminum chloride), ClC1=C(C=CC=C1)Cl (o-dichlorobenzene). The solvent is C(Cl)(Cl)Cl (chloroform). Conditions: temperature 140 celsius, time 30 minute. Product: ClC1=C(C(=CC=C1)F)C1=NN(C(=N1)C1=C(C=CC(=C1)CCCCCC)F)C (3-(2-chloro-6-fluorophenyl)-5-(2-fluoro-5-hexylphenyl) 1-methyl-1H-1,2,4-triazole). Yield: 47.5%. RXN SMILES: [CH3:1][N:2](S(C1C=CC=CC=1)(=O)=O)[N:3]=[C:4](Cl)[C:5]1[C:10]([F:11])=[CH:9][CH:8]=[CH:7][C:6]=1[Cl:12].[F:23][C:24]1[CH:31]=[CH:30][C:29]([CH2:32][CH2:33][CH2:34][CH2:35][CH2:36][CH3:37])=[CH:28][C:25]=1[C:26]#[N:27].[Cl-].[Al+3].[Cl-].[Cl-].ClC1C=CC=CC=1Cl>C(Cl)(Cl)Cl>[Cl:12][C:6]1[CH:7]=[CH:8][CH:9]=[C:10]([F:11])[C:5]=1[C:4]1[N:27]=[C:26]([C:25]2[CH:28]=[C:29]([CH2:32][CH2:33][CH2:34][CH2:35][CH2:36][CH3:37])[CH:30]=[CH:31][C:24]=2[F:23])[N:2]([CH3:1])[N:3]=1 |f:2.3.4.5|. Reported procedure: A mixture of N-methyl-N-(benzenesulfonyl)-2-chloro-6-fluorobenzohydrazonoyl chloride (2.17 g), 2-fluoro-5-hexylbenzonitrile (1.23 g), anhydrous aluminum chloride (0.88 g) and o-dichlorobenzene (10 ml) is stirred at an oil bath temperature of 140° C. for 30 minutes. After cooling, the reaction mixture is dissolved in chloroform (200 ml), washed with dilute hydrochloric acid, dilute aqueous solution of sodium hydroxide and saline in this order, dried over anhydrous magnesium sulfate and concentrat... The reactants are COC(=O)C=1N=COC1C1=CC(=C(C=C1)Cl)Cl (5-(3,4-dichloro-phenyl)-oxazole-4-carboxylic acid methyl ester), Cl (HCl). Run in CO (MeOH). Conditions: temperature 50 celsius. The product is Cl.COC(C(C(=O)C1=CC(=C(C=C1)Cl)Cl)N)=O ((±)-2-Amino-3-(3,4-dichloro-phenyl)-3-oxo-propionic acid methyl ester hydrochloride). The yield is 121.6%. RXN SMILES: [CH3:1][O:2][C:3]([C:5]1[N:6]=C[O:8][C:9]=1[C:10]1[CH:15]=[CH:14][C:13]([Cl:16])=[C:12]([Cl:17])[CH:11]=1)=[O:4].Cl>CO>[ClH:16].[CH3:1][O:2][C:3](=[O:4])[CH:5]([NH2:6])[C:9]([C:10]1[CH:15]=[CH:14][C:13]([Cl:16])=[C:12]([Cl:17])[CH:11]=1)=[O:8] |f:3.4|. Procedure details: A suspension of 5-(3,4-dichloro-phenyl)-oxazole-4-carboxylic acid methyl ester (1.5 g, 5.51 mmol), 3 N HCl (10 mL), and MeOH (15 mL) was heated at 50° C. for 4 h. The mixture was concentrated, diluted with water, and washed with Et2O. The aqueous layer was concentrated and Et2O was added, causing precipitation of a white solid. The precipitate was collected by filtration to provide 1.0 g (63%) of the desired product as an apparent 10:1 mixture of keto-enol tautomers. MS (ESI+): mass calcd. for C... The reactants are C(C)(=O)O (acetic acid), CN1C(=NC=C1)C=O (1-methyl-2-imidazole carboxaldehyde), C(#N)[BH3-].[Na+] (sodium cyanoborohydride), N1C(=NC=C1)CNCC=1C=CC2=C(N(C(=N2)CCCCCN(CCC)CCC)CCC)C1 ([5-(6-{[(1H-imidazol-2-ylmethyl)-amino]-methyl}-1-propyl-1H-benzimidazol-2-yl)-pentyl]-dipropyl-amine). Solvent: CO (methanol). Reaction conditions: time 18 hour. Product: N1C(=NC=C1)CN(CC=1N(C=CN1)C)CC=1C=CC2=C(N(C(=N2)CCCCCN(CCC)CCC)CCC)C1 ([5-(6-{[(1H-imidazol-2-ylmethyl)-(1-methyl-1H-imidazol-2-ylmethyl)-amino]-methyl}-1-propyl-1H-benzimidazol-2-yl)-pentyl]-dipropyl-amine). Isolated yield 87.0%. RXN SMILES: [NH:1]1[CH:5]=[CH:4][N:3]=[C:2]1[CH2:6][NH:7][CH2:8][C:9]1[CH:10]=[CH:11][C:12]2[N:16]=[C:15]([CH2:17][CH2:18][CH2:19][CH2:20][CH2:21][N:22]([CH2:26][CH2:27][CH3:28])[CH2:23][CH2:24][CH3:25])[N:14]([CH2:29][CH2:30][CH3:31])[C:13]=2[CH:32]=1.[CH3:33][N:34]1[CH:38]=[CH:37][N:36]=[C:35]1[CH:39]=O.C([BH3-])#N.[Na+].C(O)(=O)C>CO>[NH:3]1[CH:4]=[CH:5][N:1]=[C:2]1[CH2:6][N:7]([CH2:8][C:9]1[CH:10]=[CH:11][C:12]2[N:16]=[C:15]([CH2:17][CH2:18][CH2:19][CH2:20][CH2:21][N:22]([CH2:26][CH2:27][CH3:28])[CH2:23][CH2:24][CH3:25])[N:14]([CH2:29][CH2:30][CH3:31])[C:13]=2[CH:32]=1)[CH2:39][C:35]1[N:34]([CH3:33])[CH:38]=[CH:37][N:36]=1 |f:2.3|. Procedure: The compound (8.8 mg) obtained in Example 48-6 was dissolved in methanol (2.0 ml) and added with 1-methyl-2-imidazole carboxaldehyde (2.6 mg) and sodium cyanoborohydride (2.5 mg). After the solution was adjusted to pH 4 with acetic acid, the whole was stirred at room temperature for 18 hours. After the solvent was distilled off, the resultant was neutralized with a saturated aqueous sodium hydrogen carbonate solution and the whole was subjected to extraction with chloroform. The organic layer wa... The reactants are C(CC)C1=CC=C(C=C1)C(=O)N=C=S (4-propyl-1-benzenecarbonyl isothiocyanate), C(CC)C1=CC=C(C=C1)C(=O)Cl (4-propyl-1-benzenecarbonyl chloride), COC=1C=C2C(=CC=NC2=CC1OC)OC1=CC(=C(N)C=C1)F (4-[(6,7-Dimethoxy-4-quinolyl)oxy]-2-fluoroaniline). The solvent is C(C)O (ethanol), C(C)O (ethanol), C1(=CC=CC=C1)C (toluene). Reaction conditions: time 2 hour. Product: C(CC)C1=CC=C(C=C1)C(=O)N=C=S (4-Propyl-1-benzenecarbonyl isothiocyanate), COC=1C=C2C(=CC=NC2=CC1OC)OC1=CC(=C(C=C1)NC(=S)NC(C1=CC=C(C=C1)CCC)=O)F (N-{4-[(6,7-Dimethoxy-4-quinolyl)oxy]-2-fluorophenyl}-N′-(4-propylbenzoyl)thiourea). Isolated yield 90.0%. As a reaction SMILES: C(C1C=CC(C(Cl)=O)=CC=1)CC.[CH3:13][O:14][C:15]1[CH:16]=[C:17]2[C:22](=[CH:23][C:24]=1[O:25][CH3:26])[N:21]=[CH:20][CH:19]=[C:18]2[O:27][C:28]1[CH:34]=[CH:33][C:31]([NH2:32])=[C:30]([F:35])[CH:29]=1.[CH2:36]([C:39]1[CH:44]=[CH:43][C:42]([C:45]([N:47]=[C:48]=[S:49])=[O:46])=[CH:41][CH:40]=1)[CH2:37][CH3:38]>C1(C)C=CC=CC=1.C(O)C>[CH2:36]([C:39]1[CH:44]=[CH:43][C:42]([C:45]([N:47]=[C:48]=[S:49])=[O:46])=[CH:41][CH:40]=1)[CH2:37][CH3:38].[CH3:13][O:14][C:15]1[CH:16]=[C:17]2[C:22](=[CH:23][C:24]=1[O:25][CH3:26])[N:21]=[CH:20][CH:19]=[C:18]2[O:27][C:28]1[CH:34]=[CH:33][C:31]([NH:32][C:48]([NH:47][C:45](=[O:46])[C:42]2[CH:43]=[CH:44][C:39]([CH2:36][CH2:37][CH3:38])=[CH:40][CH:41]=2)=[S:49])=[C:30]([F:35])[CH:29]=1. Reported procedure: 4-Propyl-1-benzenecarbonyl isothiocyanate was prepared using commercially available 4-propyl-1-benzenecarbonyl chloride (80 mg) as a starting compound according to the description of the literature. 4-[(6,7-Dimethoxy-4-quinolyl)oxy]-2-fluoroaniline (50 mg) was dissolved in toluene (5 ml) and ethanol (1 ml) to prepare a solution. A solution of 4-propyl-1-benzenecarbonyl isothiocyanate in ethanol (1 ml) was then added to the solution, and the mixture was stirred at room temperature for 2 hr. The r... Starting materials: CC(=O)C (Acetone), N1CC(C1)OC=1C=CC(=NC1)OC=1C=C2C(=NC=NC2=CC1)NC1=NN(C=C1)C (6-{[5-(azetidin-3-yloxy)pyridin-2-yl]oxy}-N-(1-methyl-1H-pyrazol-3-yl)quinazoline-4-amine), [OH-].[Na+] (sodium hydroxide), zinc cyanotrihydroborate. Solvent: CO (methanol), CO (methanol). Conditions: time 10 minute. The product is C(C)(C)N1CC(C1)OC=1C=CC(=NC1)OC=1C=C2C(=NC=NC2=CC1)NC1=NN(C=C1)C (6-({5-[(1-isopropylazetidin-3-yl)oxy]pyridin-2-yl}oxy)-N-(1-methyl-1H-pyrazol-3-yl)quinazoline-4-amine). RXN SMILES: [CH3:1][C:2]([CH3:4])=O.[NH:5]1[CH2:8][CH:7]([O:9][C:10]2[CH:11]=[CH:12][C:13]([O:16][C:17]3[CH:18]=[C:19]4[C:24](=[CH:25][CH:26]=3)[N:23]=[CH:22][N:21]=[C:20]4[NH:27][C:28]3[CH:32]=[CH:31][N:30]([CH3:33])[N:29]=3)=[N:14][CH:15]=2)[CH2:6]1.[OH-].[Na+]>CO>[CH:2]([N:5]1[CH2:6][CH:7]([O:9][C:10]2[CH:11]=[CH:12][C:13]([O:16][C:17]3[CH:18]=[C:19]4[C:24](=[CH:25][CH:26]=3)[N:23]=[CH:22][N:21]=[C:20]4[NH:27][C:28]3[CH:32]=[CH:31][N:30]([CH3:33])[N:29]=3)=[N:14][CH:15]=2)[CH2:8]1)([CH3:4])[CH3:1] |f:2.3|. Procedure details: Acetone (0.019 ml, 0.26 mmol) was added to a methanol solution (1 ml) of 6-{[5-(azetidin-3-yloxy)pyridin-2-yl]oxy}-N-(1-methyl-1H-pyrazol-3-yl)quinazoline-4-amine (50 mg, 0.13 mmol) obtained in Example 6-5), stirred for 10 minutes, then a methanol solution (1.7 ml, 0.26 mmol) of 0.15 M zinc cyanotrihydroborate was added and stirred for 1 hour. 1 N sodium hydroxide was added to the reaction solution, then extracted with a mixed solution of chloroform/methanol (9:1). The organic layer was washed w...